describe an organic reaction: reactants, conditions, products, and yield From a dataset of the Open Reaction Database (ORD), a public repository of structured organic reaction records. The reactants are [I-].[K+] (potassium iodide), [N+](=O)([O-])[O-].[Na+] (Sodium nitrate), NC1=CC=C2C(=NN(C2=C1)COCC[Si](C)(C)C)C1=NC2=C(N1COCC[Si](C)(C)C)C=CC=C2 (6-amino-1-[2-(trimethyl-silanyl)-ethoxymethyl]-3-{1-[2-(trimethyl-silanyl)ethoxymethyl]-1-H-benzoimidazol-2-yl}-1-H-indazole). The reagents and catalysts are II (Iodine), Cl (HCl). Run in O (H2O), O (H2O), O (H2O), C(C)(=O)O (acetic acid), O (H2O), O (H2O). Run at temperature 0 celsius. The product is IC1=CC=C2C(=NN(C2=C1)COCC[Si](C)(C)C)C1=NC2=C(N1COCC[Si](C)(C)C)C=CC=C2 (6-iodo-1-[2-(trimethyl-silanyl)ethoxymethyl]-3-{1-[2-(trimethyl-silanyl)ethoxymethyl]-1-H-benzoimidazol-2-yl}-1-H-indazole). Yield: 52.0%. As a reaction SMILES: N[C:2]1[CH:10]=[C:9]2[C:5]([C:6]([C:19]3[N:23]([CH2:24][O:25][CH2:26][CH2:27][Si:28]([CH3:31])([CH3:30])[CH3:29])[C:22]4[CH:32]=[CH:33][CH:34]=[CH:35][C:21]=4[N:20]=3)=[N:7][N:8]2[CH2:11][O:12][CH2:13][CH2:14][Si:15]([CH3:18])([CH3:17])[CH3:16])=[CH:4][CH:3]=1.[N+]([O-])([O-])=O.[Na+].[I-:41].[K+]>C(O)(=O)C.O.Cl.II>[I:41][C:2]1[CH:10]=[C:9]2[C:5]([C:6]([C:19]3[N:23]([CH2:24][O:25][CH2:26][CH2:27][Si:28]([CH3:31])([CH3:30])[CH3:29])[C:22]4[CH:32]=[CH:33][CH:34]=[CH:35][C:21]=4[N:20]=3)=[N:7][N:8]2[CH2:11][O:12][CH2:13][CH2:14][Si:15]([CH3:18])([CH3:17])[CH3:16])=[CH:4][CH:3]=1 |f:1.2,3.4|. Procedure: A solution of 6-amino-1-[2-(trimethyl-silanyl)-ethoxymethyl]-3-{1-[2-(trimethyl-silanyl)ethoxymethyl]-1-H-benzoimidazol-2-yl}-1-H-indazole (500 mg, 0.98 mmol) in acetic acid (1.5 mL) was diluted with H2O (1.0 mL) and stirred at 0° C. Concentrated HCl (250 e”-3 mmol) in H2O (250 μL) was added. Sodium nitrate (90 mg, 1.3 mmol) in H2O (300 μl) was added, and the reaction stirred for 8 min. Iodine (10 mg) and a solution of potassium iodide (250 mg, 1.3 mmol) in H2O (250 μL) were added, and the froth... Starting materials: CCOC(C)=O, Cl, CC(C)(C)OC(=O)NC(Cc1c[nH]c2ccccc12)c1nc(-c2ccccc2)cs1. Product: Cl, NC(Cc1c[nH]c2ccccc12)c1nc(-c2ccccc2)cs1. Reaction SMILES: [CH3:32][CH2:33][O:34][C:35](=[O:36])[CH3:37].[ClH:31].[nH:1]1[cH:2][c:3]([CH2:10][CH:11]([c:12]2[s:13][cH:14][c:15](-[c:17]3[cH:18][cH:19][cH:20][cH:21][cH:22]3)[n:16]2)[NH:23][C:24](=[O:25])[O:26][C:27]([CH3:28])([CH3:29])[CH3:30])[c:4]2[cH:5][cH:6][cH:7][cH:8][c:9]12>>[ClH:31].[nH:1]1[cH:2][c:3]([CH2:10][CH:11]([c:12]2[s:13][cH:14][c:15](-[c:17]3[cH:18][cH:19][cH:20][cH:21][cH:22]3)[n:16]2)[NH2:23])[c:4]2[cH:5][cH:6][cH:7][cH:8][c:9]12. Reactants: FC1=C(OC2=C3C=CC(=NC3=CC=C2OC)SC)C=CC(=C1)F (5-(2,4-difluoro-phenoxy)-6-methoxy-2-methylsulfanyl-quinoline), OOS(=O)[O-].[K+] (OXONE), CO (methanol). Solvent: O (H2O). Run at time 2 hour. The product is FC1=C(OC2=C3C=CC(=NC3=CC=C2OC)S(=O)(=O)C)C=CC(=C1)F (5-(2,4-Difluoro-phenoxy)-2-methanesulfonyl-6-methoxy-quinoline). The yield is 38.0%. RXN SMILES: [F:1][C:2]1[CH:22]=[C:21]([F:23])[CH:20]=[CH:19][C:3]=1[O:4][C:5]1[C:14]([O:15][CH3:16])=[CH:13][CH:12]=[C:11]2[C:6]=1[CH:7]=[CH:8][C:9](SC)=[N:10]2.O[O:25][S:26]([O-:28])=O.[K+].[CH3:30]O>O>[F:1][C:2]1[CH:22]=[C:21]([F:23])[CH:20]=[CH:19][C:3]=1[O:4][C:5]1[C:14]([O:15][CH3:16])=[CH:13][CH:12]=[C:11]2[C:6]=1[CH:7]=[CH:8][C:9]([S:26]([CH3:30])(=[O:28])=[O:25])=[N:10]2 |f:1.2|. Reported procedure: A solution of 0.25 g of 5-(2,4-difluoro-phenoxy)-6-methoxy-2-methylsulfanyl-quinoline in 10 mL of methanol was treated with aqueous OXONE™ solution (1.3 g in 5 mL H2O) and stirred for 2 hours at room temperature. The reaction mixture was partitioned between water and dichloromethane, the organic layer was dried (MgSO4), and the solvent was removed under vacuum. The solid residue was dissolved in a minimum amount of dichloromethane and washed through a silica gel plug to remove the baseline impur... Reactants: Cl[Si](C)(C)NC(C)(C)C (ClSiMe2NHCMe3), [CH-]1CCCC=2C3=CC=CC=C3CC12.[Li+] (lithium tetrahydrofluorenide). Run in C1CCOC1 (THF). The product is C(C)(C)(C)N[Si](C1CCCC=2C3=CC=CC=C3CC12)(C)C ((N-t-butylamino)(dimethyl)(tetrahydrofluorenyl)silane). Isolated yield 93.7%. Reaction SMILES: Cl[Si:2]([NH:5][C:6]([CH3:9])([CH3:8])[CH3:7])([CH3:4])[CH3:3].[CH-:10]1[C:22]2[CH2:21][C:20]3[C:15](=[CH:16][CH:17]=[CH:18][CH:19]=3)[C:14]=2[CH2:13][CH2:12][CH2:11]1.[Li+]>C1COCC1>[C:6]([NH:5][Si:2]([CH3:4])([CH3:3])[CH:19]1[C:20]2[CH2:21][C:22]3[C:14](=[CH:13][CH:12]=[CH:11][CH:10]=3)[C:15]=2[CH2:16][CH2:17][CH2:18]1)([CH3:9])([CH3:8])[CH3:7] |f:1.2|. Procedure: 5.78 g (34.9 mmol) of ClSiMe2NHCMe3 (prepared according to the method described in J. Prakt. Chem, 24(3-4), 226-30 (1964)) was added to 100 ml of THF. To this solution 6.15 g (34.9 mmol) of lithium tetrahydrofluorenide was added. The solution was then brought to reflux for 10 min and the solution cooled to room temperature. Gas chromatographic (GC) analysis showed the reaction to be complete. The solvent was then removed under reduced pressure, the residue extracted with pentane, filtered and th...